Dataset: the Open Reaction Database (ORD), a public repository of structured organic reaction records. Task: describe an organic reaction: reactants, conditions, products, and yield Reactants: FC1=CC=CC=2C3=C(NC12)CCN(C3=O)CC=3N=CN(C3C)C(C3=CC=CC=C3)(C3=CC=CC=C3)C3=CC=CC=C3 (6-fluoro-2,3,4,5-tetrahydro-2-[[5-methyl-1-(triphenylmethyl) -1H-imidazol-4-yl]methyl]-1H-pyrido[4,3-b]indol-1-one), C([O-])([O-])=O.[K+].[K+] (potassium carbonate), C(C#C)Br (propargyl bromide), CC(=O)C (acetone). The product is C(\C=C/C(=O)O)(=O)O.FC1=CC=CC=2C3=C(N(C12)CC#C)CCN(C3=O)CC=3N=CNC3C (6-Fluoro-2,3,4,5-tetrahydro-2-[(5-methyl-1H-imidazol-4-yl)methyl]-5-(2-propynyl)-1H-pyrido[4,3-b]indol-1-one maleate). As a reaction SMILES: [F:1][C:2]1[C:10]2[NH:9][C:8]3[CH2:11][CH2:12][N:13]([CH2:16][C:17]4[N:18]=[CH:19][N:20](C(C5C=CC=CC=5)(C5C=CC=CC=5)C5C=CC=CC=5)[C:21]=4[CH3:22])[C:14](=[O:15])[C:7]=3[C:6]=2[CH:5]=[CH:4][CH:3]=1.[C:42](=[O:45])([O-:44])[O-].[K+].[K+].[CH2:48](Br)[C:49]#[CH:50].CC(C)=[O:54]>>[C:14]([OH:15])(=[O:54])/[CH:7]=[CH:8]\[C:42]([OH:44])=[O:45].[F:1][C:2]1[C:10]2[N:9]([CH2:50][C:49]#[CH:48])[C:8]3[CH2:11][CH2:12][N:13]([CH2:16][C:17]4[N:18]=[CH:19][NH:20][C:21]=4[CH3:22])[C:14](=[O:15])[C:7]=3[C:6]=2[CH:5]=[CH:4][CH:3]=1 |f:1.2.3,6.7|. Reported procedure: A stirred solution of 6-fluoro-2,3,4,5-tetrahydro-2-[[5-methyl-1-(triphenylmethyl) -1H-imidazol-4-yl]methyl]-1H-pyrido[4,3-b]indol-1-one (228 mg) in dry acetone (40 ml) and anhydrous potassium carbonate (116 mg) was treated with propargyl bromide (10% v/v solution in dry acetone; 1 ml) and heated at reflux overnight. After cooling, excess acetone was removed in vacuo, and the residue was partitioned between water (100 ml) and ethyl acetate (100 ml). The organic phase was washed with water (2×50 ... Starting materials: C(C1=CC=CC=C1)N(CC(COC1=C2CC(NC2=CC=C1)=O)OC(C1=CN=CC=C1)=O)C(C)(C)C (4-[3-(N-benzyl-tert-butylamino)-2-nicotinoyloxypropoxy]oxindole), [H][H] (hydrogen). Product: C(C)(C)(C)NCC(COC1=C2CC(NC2=CC=C1)=O)OC(C1=CN=CC=C1)=O (4-(3-tert-butylamino-2-nicotinoyloxypropoxy)oxindole). The reagents and catalysts are [Pd] (palladium). Run in O1CCCC1 (tetrahydrofuran). Procedure: 5 g of 4-[3-(N-benzyl-tert-butylamino)-2-nicotinoyloxypropoxy]oxindole are debenzylated with hydrogen in 25 cc of tetrahydrofuran, in the presence of 1 g of a palladium catalyst (10% of palladium on charcoal). The title compound is obtained, the dihydrochloride thereof having a M.P. of 215°-218°. Reaction SMILES: C([N:8]([C:32]([CH3:35])([CH3:34])[CH3:33])[CH2:9][CH:10]([O:23][C:24](=[O:31])[C:25]1[CH:30]=[CH:29][CH:28]=[N:27][CH:26]=1)[CH2:11][O:12][C:13]1[CH:21]=[CH:20][CH:19]=[C:18]2[C:14]=1[CH2:15][C:16](=[O:22])[NH:17]2)C1C=CC=CC=1.[H][H]>O1CCCC1.[Pd]>[C:32]([NH:8][CH2:9][CH:10]([O:23][C:24](=[O:31])[C:25]1[CH:30]=[CH:29][CH:28]=[N:27][CH:26]=1)[CH2:11][O:12][C:13]1[CH:21]=[CH:20][CH:19]=[C:18]2[C:14]=1[CH2:15][C:16](=[O:22])[NH:17]2)([CH3:35])([CH3:33])[CH3:34]. Reactants: [Si](C)(C)(C(C)(C)C)OCC1=CC=C(C=C1)C(O)C=1C=NC=CC1 ([4-(tert-butyldimethylsilyloxymethyl)-phenyl]-pyridin-3-yl-methanol). The reagents and catalysts are [O-2].[O-2].[Mn+4] (manganese dioxide). The solvent is O1CCOCC1 (1,4-dioxane). Conditions: temperature 70 celsius. The product is [Si](C)(C)(C(C)(C)C)OCC1=CC=C(C=C1)C(=O)C=1C=NC=CC1 ([4-(tert-Butyldimethylsilyloxymethyl)-phenyl]-pyridin-3-yl-methanone). Isolated yield 234.8%. Reaction SMILES: [Si:1]([O:8][CH2:9][C:10]1[CH:15]=[CH:14][C:13]([CH:16]([C:18]2[CH:19]=[N:20][CH:21]=[CH:22][CH:23]=2)[OH:17])=[CH:12][CH:11]=1)([C:4]([CH3:7])([CH3:6])[CH3:5])([CH3:3])[CH3:2]>O1CCOCC1.[O-2].[O-2].[Mn+4]>[Si:1]([O:8][CH2:9][C:10]1[CH:15]=[CH:14][C:13]([C:16]([C:18]2[CH:19]=[N:20][CH:21]=[CH:22][CH:23]=2)=[O:17])=[CH:12][CH:11]=1)([C:4]([CH3:7])([CH3:6])[CH3:5])([CH3:3])[CH3:2] |f:2.3.4|. Reported procedure: Add manganese dioxide (1.44 g) to a stirred solution of [4-(tert-butyldimethylsilyloxymethyl)-phenyl]-pyridin-3-yl-methanol (360 mg, 0.303 mmol) in anhydrous 1,4-dioxane (25 mL). Heat the mixture to 70° C. overnight. Cool the reaction mixture to room temperature, filter through Celite® and wash with EtOAc. Concentrate the filtrate in vacuo. Purify the crude mixture by chromatography on silica gel eluting sequentially with hexane and hexane/EtOAc (1:1) to provide the desired intermediate (233 mg,... The reactants are C(C)(=O)O[C@H]1[C@@H](C(N1)=O)C(C)O[Si](C)(C)C(C)(C)C (Trans-4-acetoxy-3-[1-(tert-butyldimethylsilyloxy)-ethyl]-2-azetidinone). The solvent is C(C)(=O)O (acetic acid), O (water). Reaction conditions: time 2.5 hour. Product: C(C)(=O)O[C@H]1[C@@H](C(N1)=O)C(C)O (trans-4-acetoxy-3-(1-hydroxyethyl)-2-azetidinone). The yield is 24.9%. Reaction SMILES: [C:1]([O:4][C@@H:5]1[NH:8][C:7](=[O:9])[C@H:6]1[CH:10]([O:12][Si](C(C)(C)C)(C)C)[CH3:11])(=[O:3])[CH3:2]>C(O)(=O)C.O>[C:1]([O:4][C@@H:5]1[NH:8][C:7](=[O:9])[C@H:6]1[CH:10]([OH:12])[CH3:11])(=[O:3])[CH3:2]. Reported procedure: Trans-4-acetoxy-3-[1-(tert-butyldimethylsilyloxy)-ethyl]-2-azetidinone (0.20 g) is dissolved in a mixture of acetic acid (5 ml) and water (2 ml), and the solution is stirred at 70°-80° C. for 2.5 hours and then concentrated under reduced pressure. The residue is subjected to silica gel column chromatography to give 0.03 g of trans-4-acetoxy-3-(1-hydroxyethyl)-2-azetidinone. Starting materials: CC(C)([O-])C.[K+] (potassium t-butoxide), C(C1=CC=CC=C1)=N.NCC(=O)O (glycine benzaldehyde imine), C(=O)(OC(C)(C)C)N1CCC(CC1)CCI (Boc-4-(2-iodoethyl) piperidine). Run in C1CCOC1 (THF), C1CCOC1 (THF). Conditions: temperature -78 celsius, time 2 hour. The product is C(C1=CC=CC=C1)NC(C(=O)OCC)CCC1CCN(CC1)C(=O)OC(C)(C)C (N-Benzyl-2-[(N-Boc-piperidin-4-yl)ethyl]-glycine, ethyl ester). The yield is 1.9%. RXN SMILES: [CH:1](=[NH:8])[C:2]1[CH:7]=[CH:6][CH:5]=[CH:4][CH:3]=1.N[CH2:10][C:11]([OH:13])=[O:12].[CH3:14][C:15](C)([O-])C.[K+].[C:20]([N:27]1[CH2:32][CH2:31][CH:30]([CH2:33][CH2:34]I)[CH2:29][CH2:28]1)([O:22][C:23]([CH3:26])([CH3:25])[CH3:24])=[O:21]>C1COCC1>[CH2:1]([NH:8][CH:10]([CH2:34][CH2:33][CH:30]1[CH2:31][CH2:32][N:27]([C:20]([O:22][C:23]([CH3:26])([CH3:25])[CH3:24])=[O:21])[CH2:28][CH2:29]1)[C:11]([O:13][CH2:14][CH3:15])=[O:12])[C:2]1[CH:7]=[CH:6][CH:5]=[CH:4][CH:3]=1 |f:0.1,2.3|. Procedure details: A solution of glycine benzaldehyde imine (10.2 g, 53 mmol) in 100 ml of THF was added dropwise to a cooled (-78° C.) and stirred solution of potassium t-butoxide (5.8 g, 52 mmol) in 300 ml THF over 20 min. After 15 min. a solution of Boc-4-(2-iodoethyl) piperidine (1-6) (18.2 g, 52 mmol) was added and stirring continued at -78° C. for 2 h. followed by standing at -20° C. for 18 h. After stirring 2 h. at r.t., the reaction mixture was concentrated to 50% of volume, poured into ice cold saturated ...